From a dataset of the Open Reaction Database (ORD), a public repository of structured organic reaction records. describe an organic reaction: reactants, conditions, products, and yield The reactants are BrCCCCCCBr, ClCCl, [Na+], [OH-], O, OCCc1nc2ccccc2o1. Yields the product BrCCCCCCOCCc1nc2ccccc2o1. As a reaction SMILES: [Br:15][CH2:16][CH2:17][CH2:18][CH2:19][CH2:20][CH2:21][Br:22].[Cl:23][CH2:24][Cl:25].[Na+:14].[OH-:13].[OH2:26].[o:1]1[c:2]([CH2:10][CH2:11][OH:12])[n:3][c:4]2[c:5]1[cH:6][cH:7][cH:8][cH:9]2>>[o:1]1[c:2]([CH2:10][CH2:11][O:12][CH2:21][CH2:20][CH2:19][CH2:18][CH2:17][CH2:16][Br:15])[n:3][c:4]2[c:5]1[cH:6][cH:7][cH:8][cH:9]2. Reactants: NCc1ccccc1, Nc1ncc(Cl)cc1C=CC(=O)O. Yields the product Nc1ncc(Cl)cc1C=CC(=O)NCc1ccccc1. As a reaction SMILES: [NH2:14][CH2:15][c:16]1[cH:17][cH:18][cH:19][cH:20][cH:21]1.[NH2:1][c:2]1[n:3][cH:4][c:5]([Cl:13])[cH:6][c:7]1[CH:8]=[CH:9][C:10](=[O:11])[OH:12]>>[NH2:1][c:2]1[n:3][cH:4][c:5]([Cl:13])[cH:6][c:7]1[CH:8]=[CH:9][C:10](=[O:12])[NH:14][CH2:15][c:16]1[cH:17][cH:18][cH:19][cH:20][cH:21]1.